Dataset: the Open Reaction Database (ORD), a public repository of structured organic reaction records. Task: describe an organic reaction: reactants, conditions, products, and yield Starting materials: NCCN(C(=O)C1=CC2=C(C3=C(OCC2)C=CC=C3)S1)C1=C(C=CC=C1)Cl (N-(2-aminoethyl)-N-(2-chlorophenyl)-4,5-dihydrobenzo[b]thieno[2,3-d]oxepine-2-carboxamide), CCN(C(C)C)C(C)C (DIEA), C(C)(=O)Cl (acetyl chloride). Run in C(Cl)Cl (methylene chloride). Yields the product C(C)(=O)NCCN(C(=O)C1=CC2=C(C3=C(OCC2)C=CC=C3)S1)C1=C(C=CC=C1)Cl (N-(2-acetamidoethyl)-N-(2-chlorophenyl)-4,5-dihydrobenzo[b]thieno[2,3-d]oxepine-2-carboxamide). Isolated yield 17.4%. As a reaction SMILES: [NH2:1][CH2:2][CH2:3][N:4]([C:21]1[CH:26]=[CH:25][CH:24]=[CH:23][C:22]=1[Cl:27])[C:5]([C:7]1[S:20][C:10]2[C:11]3[CH:19]=[CH:18][CH:17]=[CH:16][C:12]=3[O:13][CH2:14][CH2:15][C:9]=2[CH:8]=1)=[O:6].CCN(C(C)C)C(C)C.[C:37](Cl)(=[O:39])[CH3:38]>C(Cl)Cl>[C:37]([NH:1][CH2:2][CH2:3][N:4]([C:21]1[CH:26]=[CH:25][CH:24]=[CH:23][C:22]=1[Cl:27])[C:5]([C:7]1[S:20][C:10]2[C:11]3[CH:19]=[CH:18][CH:17]=[CH:16][C:12]=3[O:13][CH2:14][CH2:15][C:9]=2[CH:8]=1)=[O:6])(=[O:39])[CH3:38]. Procedure: To a solution of N-(2-aminoethyl)-N-(2-chlorophenyl)-4,5-dihydrobenzo[b]thieno[2,3-d]oxepine-2-carboxamide 131 (0.300 g, 0.6 mmol) in methylene chloride (1.5 ml) was added DIEA (0.262 ml, 1.5 mmol). The reaction mixture was cooled with an ice water bath and acetyl chloride (0.0944 g, 1.2 mmol) was added drop-wise via syringe. The reaction mixture was stirred at cool temperature for 30 minutes and equilibrated to room temperature. The reaction mixture was washed with water, then saline and concen... The reactants are CC12CCC3C(CCC4=C(Cl)C(=O)CCC43C)C1CCC2=O, [NH4+], C1COCCO1, [OH-]. Yields the product CC12CCC3C(CCC4=C(N)C(=O)CCC43C)C1CCC2=O. Reaction SMILES: [Cl:1][C:2]1=[C:3]2[CH2:4][CH2:5][CH:6]3[CH:7]4[CH2:8][CH2:9][C:10](=[O:22])[C:11]4([CH3:12])[CH2:13][CH2:14][CH:15]3[C:16]2([CH3:21])[CH2:17][CH2:18][C:19]1=[O:20].[NH4+:24].[O:25]1[CH2:26][CH2:27][O:28][CH2:29][CH2:30]1.[OH-:23]>>[C:2]1([NH2:24])=[C:3]2[CH2:4][CH2:5][CH:6]3[CH:7]4[CH2:8][CH2:9][C:10](=[O:22])[C:11]4([CH3:12])[CH2:13][CH2:14][CH:15]3[C:16]2([CH3:21])[CH2:17][CH2:18][C:19]1=[O:20]. The reactants are NC[C@@H]1CN(CCO[C@H]1C1=CC(=C(C=C1)Cl)F)C(=O)OC(C)(C)C (tert-butyl (6R,7R)-6-(aminomethyl)-7-(4-chloro-3-fluorophenyl)-1,4-oxazepane-4-carboxylate), N1=C(C=CC=C1)CCC(=O)O (3-(pyridin-2-yl)propanoic acid). The product is Cl.ClC1=C(C=C(C=C1)[C@H]1[C@@H](CNCCO1)CNC(CCC1=NC=CC=C1)=O)F (N-{[(6S,7R)-7-(4-chloro-3-fluorophenyl)-1,4-oxazepan-6-yl]methyl}-3-(pyridin-2-yl)propanamide monohydrochloride). Reaction SMILES: [NH2:1][CH2:2][C@H:3]1[C@H:9]([C:10]2[CH:15]=[CH:14][C:13]([Cl:16])=[C:12]([F:17])[CH:11]=2)[O:8][CH2:7][CH2:6][N:5](C(OC(C)(C)C)=O)[CH2:4]1.[N:25]1[CH:30]=[CH:29][CH:28]=[CH:27][C:26]=1[CH2:31][CH2:32][C:33](O)=[O:34]>>[ClH:16].[Cl:16][C:13]1[CH:14]=[CH:15][C:10]([C@@H:9]2[O:8][CH2:7][CH2:6][NH:5][CH2:4][C@H:3]2[CH2:2][NH:1][C:33](=[O:34])[CH2:32][CH2:31][C:26]2[CH:27]=[CH:28][CH:29]=[CH:30][N:25]=2)=[CH:11][C:12]=1[F:17] |f:2.3|. Procedure: Using tert-butyl (6R,7R)-6-(aminomethyl)-7-(4-chloro-3-fluorophenyl)-1,4-oxazepane-4-carboxylate and 3-(pyridin-2-yl)propanoic acid, and by a method similar to that of Example 39, the title compound was obtained. Reactants: N1=C(C=CC=C1)N1C=NC=2C=NC=CC21 (1-(Pyridin-2-yl)-1H-imidazo[4,5-c]pyridine), C(C1=CC=CC=C1)Br (benzyl bromide), [BH4-].[Na+] (NaBH4). The solvent is C(Cl)Cl (DCM). Conditions: time 4 hour. Product: MeOH(NH3), C(C1=CC=CC=C1)N1CC2=C(CC1)N(C=N2)C2=NC=CC=C2 (5-Benzyl-1-(pyridin-2-yl)-4,5,6,7-tetrahydro-1H-imidazo[4,5-c]pyridine). Isolated yield 0.1%. RXN SMILES: [N:1]1[CH:6]=[CH:5][CH:4]=[CH:3][C:2]=1[N:7]1[C:15]2[CH:14]=[CH:13][N:12]=[CH:11][C:10]=2[N:9]=[CH:8]1.[CH2:16](Br)[C:17]1[CH:22]=[CH:21][CH:20]=[CH:19][CH:18]=1.[BH4-].[Na+]>C(Cl)Cl>[CH2:16]([N:12]1[CH2:13][CH2:14][C:15]2[N:7]([C:2]3[CH:3]=[CH:4][CH:5]=[CH:6][N:1]=3)[CH:8]=[N:9][C:10]=2[CH2:11]1)[C:17]1[CH:22]=[CH:21][CH:20]=[CH:19][CH:18]=1 |f:2.3|. Reported procedure: To a solution of Intermediate 3 (0.20 g, 1.02 mmol) in DCM (25 mL) was added benzyl bromide (0.12 g, 1.02 mmol). The reaction was let stir for 4 h then concentrated. The resulting solid was dissolved in MeOH (10 mL) and NaBH4 (0.05 g, 1.4 mmol) was added slowly. After 5 h, the reaction was quenched with a small amount of water and concentrated. Chromatography of the resulting residue (SiO2; MeOH(NH3):DCM) gave the title compound (0.20 mg, 68%). 1H NMR (500 MHz, CDCl3) δ 8.76-8.66 (m, 1H), 8.55-8... The reactants are CI (methyl iodide), C([O-])([O-])=O.[K+].[K+] (potassium carbonate), CC(=O)C (acetone), solution, [Si](C)(C)(C(C)(C)C)O[C@@H](CC(=O)O)CC(CP(=O)(OC)OC)=O ((R)-3-t-butyldimethylsilyloxy-6-dimethoxyphosphinyl-5-oxohexanoic acid), CC(=O)C (acetone). Run in O (water). Yields the product [Si](C)(C)(C(C)(C)C)O[C@@H](CC(=O)OC)CC(CP(=O)(OC)OC)=O (methyl (R)-3-t-butyldimethylsilyloxy-6-dimethoxyphosphinyl-5-oxohexanoate). Reaction SMILES: [Si:1]([O:8][C@H:9]([CH2:14][C:15](=[O:23])[CH2:16][P:17]([O:21][CH3:22])([O:19][CH3:20])=[O:18])[CH2:10][C:11]([OH:13])=[O:12])([C:4]([CH3:7])([CH3:6])[CH3:5])([CH3:3])[CH3:2].[CH3:24]C(C)=O.CI.C(=O)([O-])[O-].[K+].[K+]>O>[Si:1]([O:8][C@H:9]([CH2:14][C:15](=[O:23])[CH2:16][P:17]([O:19][CH3:20])([O:21][CH3:22])=[O:18])[CH2:10][C:11]([O:13][CH3:24])=[O:12])([C:4]([CH3:5])([CH3:6])[CH3:7])([CH3:3])[CH3:2] |f:3.4.5|. Procedure: The concentrated solution (1.88 g) containing (R)-3-t-butyldimethylsilyloxy-6-dimethoxyphosphinyl-5-oxohexanoic acid, which was prepared by concentrating the ethyl acetate portion, was obtained in the same manner as Example 1. To the solution, 24 ml of acetone were added to prepare an acetone solution. 3.1 g of methyl iodide and 0.60 g of potassium carbonate were added to the solution with stirring, and then the mixture was further stirred for 5 hours at room temperature. After 24 ml of water wa... The reactants are CO.C(Cl)Cl (MeOH DCM), FC=1C(=NC2=CC=CC(=C2N1)C1=CC=2C(NCCC2N1)=O)C (2-(3-fluoro-2-methylquinoxalin-5-yl)-6,7-dihydro-1H-pyrrolo[3,2-c]pyridin-4(5H)-one), C1(CCC1)N (cyclobutanamine). Run in O (water), CS(=O)C (DMSO). Run at temperature 25 celsius. Product: C1(CCC1)NC=1C(=NC2=CC=CC(=C2N1)C1=CC=2C(NCCC2N1)=O)C (2-(3-(cyclobutylamino)-2-methylquinoxalin-5-yl)-6,7-dihydro-1H-pyrrolo[3,2-c]pyridin-4(5H)-one). The yield is 64.5%. Reaction SMILES: F[C:2]1[C:3]([CH3:22])=[N:4][C:5]2[C:10]([N:11]=1)=[C:9]([C:12]1[NH:20][C:19]3[CH2:18][CH2:17][NH:16][C:15](=[O:21])[C:14]=3[CH:13]=1)[CH:8]=[CH:7][CH:6]=2.[CH:23]1([NH2:27])[CH2:26][CH2:25][CH2:24]1.CO.C(Cl)Cl>CS(C)=O.O>[CH:23]1([NH:27][C:2]2[C:3]([CH3:22])=[N:4][C:5]3[C:10]([N:11]=2)=[C:9]([C:12]2[NH:20][C:19]4[CH2:18][CH2:17][NH:16][C:15](=[O:21])[C:14]=4[CH:13]=2)[CH:8]=[CH:7][CH:6]=3)[CH2:26][CH2:25][CH2:24]1 |f:2.3|. Procedure: A solution of 2-(3-fluoro-2-methylquinoxalin-5-yl)-6,7-dihydro-1H-pyrrolo[3,2-c]pyridin-4(5H)-one (Example 126; 84.7 mg, 0.200 mmol) and cyclobutanamine (0.051 mL, 0.600 mmol) in DMSO (1.5 mL) was stirred under argon at 80° C. for 35 min. The mixture was cooled to 25° C. and diluted with water (40 mL). The resulting mixture was extracted with 5% MeOH/DCM (2×50 mL), and the combined extracts were sequentially washed with water (2×50 mL), dried over Na2SO4, filtered, and concentrated onto silica g... The reactants are O=C1CCC2=CN(C=3C=CC=C(C23)N1)CC(=O)OC(C)(C)C (tert-Butyl (5-oxo-3,4,5,6-tetrahydro-1H-azepino[4,3,2-cd]indol-1-yl)acetate), C(=O)(C(F)(F)F)O (TFA). Reaction SMILES: [O:1]=[C:2]1[NH:14][C:12]2[C:13]3[C:5](=[CH:6][N:7]([CH2:15][C:16]([O:18]C(C)(C)C)=[O:17])[C:8]=3[CH:9]=[CH:10][CH:11]=2)[CH2:4][CH2:3]1.C(O)(C(F)(F)F)=O>>[O:1]=[C:2]1[NH:14][C:12]2[C:13]3[C:5](=[CH:6][N:7]([CH2:15][C:16]([OH:18])=[O:17])[C:8]=3[CH:9]=[CH:10][CH:11]=2)[CH2:4][CH2:3]1. Run at time 1 hour. Product: O=C1CCC2=CN(C=3C=CC=C(C23)N1)CC(=O)O ((5-Oxo-3,4,5,6-tetrahydro-1H-azepino[4,3,2-cd]indol-1-yl)acetic acid). Reported procedure: To a solution of tert-butyl (5-oxo-3,4,5,6-tetrahydro-1H-azepino[4,3,2-cd]indol-1-yl)acetate from Step D (100 mg, 0.33 mmol) in (1 mL) was added TFA (0.25 mL, 3.3 mmol) and the resulting mixture was stirred at ambient temperature for 1 h. The mixture was concentrated in vacuo to give the title compound. MS: m/z=245 (M+1).